Dataset: the Open Reaction Database (ORD), a public repository of structured organic reaction records. Task: describe an organic reaction: reactants, conditions, products, and yield Reactants: C(C1=CC=NC=C1)(=O)NN (isonicotinic acid hydrazide), C(C)N=C=O (ethyl isocyanate), ClC1=CC=C(C(=O)NN)C=C1 (4-chlorobenzoic acid hydrazide), CN=C=O (methyl isocyanate). The product is N1=CC=C(C=C1)C(=O)NNC(=O)NC (1-(4-Pyridoyl)-4-methylsemicarbazide). As a reaction SMILES: [C:1]([NH:9][NH2:10])(=[O:8])[C:2]1[CH:7]=[CH:6][N:5]=[CH:4][CH:3]=1.ClC1C=CC(C(NN)=O)=CC=1.[CH3:22][N:23]=[C:24]=[O:25].C(N=C=O)C>>[N:5]1[CH:6]=[CH:7][C:2]([C:1]([NH:9][NH:10][C:24]([NH:23][CH3:22])=[O:25])=[O:8])=[CH:3][CH:4]=1. Procedure: When, in the procedure of Example 1, isonicotinic acid hydrazide is substituted for 4-chlorobenzoic acid hydrazide and methyl isocyanate is substituted for ethyl isocyanate, the title compound is obtained.